Dataset: the Open Reaction Database (ORD), a public repository of structured organic reaction records. Task: describe an organic reaction: reactants, conditions, products, and yield Reactants: C(C)(C)(C)OC(NC1=C(C=C(C(=C1)N(C)CC1CC1)C(F)(F)F)NC(CC(C1=CC(=CC=C1)N1N=NC=C1COC1OCCCC1)=O)=O)=O ((RS)-[5-(cyclopropylmethyl-methyl-amino)-2-(3-oxo-3-{3-[5-(tetrahydro-pyran-2-yloxymethyl)-[1,2,3]triazol-1-yl]-phenyl}-propionylamino)-4-trifluoromethyl-phenyl]-carbamic acid tert.-butyl ester), C(=O)(C(F)(F)F)O (TFA). The solvent is C(Cl)Cl (CH2Cl2). Product: C1(CC1)CN(C1=CC2=C(NC(CC(=N2)C2=CC(=CC=C2)N2N=NC=C2CO)=O)C=C1C(F)(F)F)C (7-(Cyclopropylmethyl-methyl-amino)-4-[3-(5-hydroxymethyl-[1,2,3]triazol-1-yl)-phenyl]-8-trifluoromethyl-1,3-dihydro-benzo[b][1,4]diazepin-2-one), solid. RXN SMILES: C(OC(=O)[NH:7][C:8]1[CH:13]=[C:12]([N:14]([CH2:16][CH:17]2[CH2:19][CH2:18]2)[CH3:15])[C:11]([C:20]([F:23])([F:22])[F:21])=[CH:10][C:9]=1[NH:24][C:25](=[O:48])[CH2:26][C:27](=O)[C:28]1[CH:33]=[CH:32][CH:31]=[C:30]([N:34]2[C:38]([CH2:39][O:40]C3CCCCO3)=[CH:37][N:36]=[N:35]2)[CH:29]=1)(C)(C)C.C(O)(C(F)(F)F)=O>C(Cl)Cl>[CH:17]1([CH2:16][N:14]([CH3:15])[C:12]2[C:11]([C:20]([F:21])([F:23])[F:22])=[CH:10][C:9]3[NH:24][C:25](=[O:48])[CH2:26][C:27]([C:28]4[CH:33]=[CH:32][CH:31]=[C:30]([N:34]5[C:38]([CH2:39][OH:40])=[CH:37][N:36]=[N:35]5)[CH:29]=4)=[N:7][C:8]=3[CH:13]=2)[CH2:18][CH2:19]1. Reported procedure: The title compound was prepared from (RS)-[5-(cyclopropylmethyl-methyl-amino)-2-(3-oxo-3-{3-[5-(tetrahydro-pyran-2-yloxymethyl)-[1,2,3]triazol-1-yl]-phenyl}-propionylamino)-4-trifluoromethyl-phenyl]-carbamic acid tert.-butyl ester (Example M67) (939 mg, 1.37 mmol) by treatment with TFA in CH2Cl2 according to the general procedure N. Obtained as a light yellow solid (544 mg). Reactants: C1OC(CCC(C(=O)OCC)=O)(C2=CC=CC=C2)OC1 (ethyl 5,5-ethylenedioxy-2-oxo-5-phenylpentanoate), N[C@@H](C)C(=O)N1[C@H](C(=O)O)CCC1 (L-alanyl-L-proline). The product is C(C)OC(=O)C(CCC1(C2=CC=CC=C2)OCCO1)N[C@@H](C)C(=O)N1[C@H](C(=O)O)CCC1 (N-[1-ethoxycarbonyl-4,4-ethylenedioxy-4-phenylbutyl]-L-alanyl-L-proline). As a reaction SMILES: [CH2:1]1[CH2:20][O:19][C:3]([C:13]2[CH:18]=[CH:17][CH:16]=[CH:15][CH:14]=2)([CH2:4][CH2:5][C:6](=O)[C:7]([O:9][CH2:10][CH3:11])=[O:8])[O:2]1.[NH2:21][C@H:22]([C:24]([N:26]1[CH2:33][CH2:32][CH2:31][C@H:27]1[C:28]([OH:30])=[O:29])=[O:25])[CH3:23]>>[CH2:10]([O:9][C:7]([CH:6]([NH:21][C@H:22]([C:24]([N:26]1[CH2:33][CH2:32][CH2:31][C@H:27]1[C:28]([OH:30])=[O:29])=[O:25])[CH3:23])[CH2:5][CH2:4][C:3]1([O:19][CH2:20][CH2:1][O:2]1)[C:13]1[CH:18]=[CH:17][CH:16]=[CH:15][CH:14]=1)=[O:8])[CH3:11]. Reported procedure: The process described in Example 17 was repeated using ethyl 5,5-ethylenedioxy-2-oxo-5-phenylpentanoate and L-alanyl-L-proline as starting materials. There was thus obtained as an oil N-[1-ethoxycarbonyl-4,4-ethylenedioxy-4-phenylbutyl]-L-alanyl-L-proline. Starting materials: CCO, Cc1ccc(C#N)nc1Cc1cc(Cl)ccc1OCc1ccc(Cl)cc1F, [Na+], [OH-]. Product: Cc1ccc(C(N)=O)nc1Cc1cc(Cl)ccc1OCc1ccc(Cl)cc1F. As a reaction SMILES: [CH3:30][CH2:31][OH:32].[Cl:1][c:2]1[cH:3][cH:4][c:5]([O:18][CH2:19][c:20]2[c:21]([F:27])[cH:22][c:23]([Cl:26])[cH:24][cH:25]2)[c:6]([CH2:8][c:9]2[c:10]([CH3:17])[cH:11][cH:12][c:13]([C:15]#[N:16])[n:14]2)[cH:7]1.[Na+:29].[OH-:28]>>[Cl:1][c:2]1[cH:3][cH:4][c:5]([O:18][CH2:19][c:20]2[c:21]([F:27])[cH:22][c:23]([Cl:26])[cH:24][cH:25]2)[c:6]([CH2:8][c:9]2[c:10]([CH3:17])[cH:11][cH:12][c:13]([C:15]([NH2:16])=[O:28])[n:14]2)[cH:7]1. Starting materials: BrC(Br)(Br)Br, Cc1cc(C)c(CNC(=O)c2cc(-c3cccc(CO)c3)nc3c2cnn3C(C)C)c(=O)[nH]1, ClCCl, c1ccc(P(c2ccccc2)c2ccccc2)cc1. Product: Cc1cc(C)c(CNC(=O)c2cc(-c3cccc(CBr)c3)nc3c2cnn3C(C)C)c(=O)[nH]1. Reaction SMILES: [Br:53][C:54]([Br:55])([Br:56])[Br:57].[CH3:1][c:2]1[c:3]([CH2:10][NH:11][C:12](=[O:13])[c:14]2[c:15]3[c:16]([n:17][c:18](-[c:20]4[cH:21][c:22]([CH2:26][OH:27])[cH:23][cH:24][cH:25]4)[cH:19]2)[n:28]([CH:31]([CH3:32])[CH3:33])[n:29][cH:30]3)[c:4](=[O:9])[nH:5][c:6]([CH3:8])[cH:7]1.[Cl:58][CH2:59][Cl:60].[c:34]1([P:35]([c:36]2[cH:37][cH:38][cH:39][cH:40][cH:41]2)[c:42]2[cH:43][cH:44][cH:45][cH:46][cH:47]2)[cH:48][cH:49][cH:50][cH:51][cH:52]1>>[CH3:1][c:2]1[c:3]([CH2:10][NH:11][C:12](=[O:13])[c:14]2[c:15]3[c:16]([n:17][c:18](-[c:20]4[cH:21][c:22]([CH2:26][Br:53])[cH:23][cH:24][cH:25]4)[cH:19]2)[n:28]([CH:31]([CH3:32])[CH3:33])[n:29][cH:30]3)[c:4](=[O:9])[nH:5][c:6]([CH3:8])[cH:7]1.